Dataset: the Open Reaction Database (ORD), a public repository of structured organic reaction records. Task: describe an organic reaction: reactants, conditions, products, and yield Starting materials: C(#N)C1=CC=C(C=C1)C(CCCN1CC2CCC(C1)C2N(C(OC(C)(C)C)=O)C)OC2=CC(=C(C=C2)OC)OC (tert-Butyl 3-[4-(4-cyanophenyl)-4-(3,4-dimethoxyphenoxy)butyl]-3-azabicyclo[3.2.1]oct-8-yl(methyl)carbamate), Cl (HCl). The solvent is C(C)(=O)OCC (ethyl acetate). Run at temperature 25 celsius, time 8 hour. Product: [OH-].[NH4+] (ammonium hydroxide), COC=1C=C(OC(CCCN2CC3CCC(C2)C3NC)C3=CC=C(C#N)C=C3)C=CC1OC (4-{1-(3,4-Dimethoxyphenoxy)-4-[8-(methylamino)-3-azabicyclo-[3.2.1]oct-3-yl]butyl}benzonitrile). Yield: 120.8%. RXN SMILES: [C:1]([C:3]1[CH:8]=[CH:7][C:6]([CH:9]([O:30][C:31]2[CH:36]=[CH:35][C:34]([O:37][CH3:38])=[C:33]([O:39][CH3:40])[CH:32]=2)[CH2:10][CH2:11][CH2:12][N:13]2[CH2:19][CH:18]3[CH:20]([N:21](C)[C:22](=O)[O:23]C(C)(C)C)[CH:15]([CH2:16][CH2:17]3)[CH2:14]2)=[CH:5][CH:4]=1)#[N:2].Cl>C(OCC)(=O)C>[OH-:23].[NH4+:2].[CH3:40][O:39][C:33]1[CH:32]=[C:31]([CH:36]=[CH:35][C:34]=1[O:37][CH3:38])[O:30][CH:9]([C:6]1[CH:5]=[CH:4][C:3]([C:1]#[N:2])=[CH:8][CH:7]=1)[CH2:10][CH2:11][CH2:12][N:13]1[CH2:19][CH:18]2[CH:20]([NH:21][CH3:22])[CH:15]([CH2:16][CH2:17]2)[CH2:14]1 |f:3.4|. Reported procedure: A suspension of tert-butyl 3-[4-(4-cyanophenyl)-4-(3,4-dimethoxyphenoxy)butyl]-3-azabicyclo[3.2.1]oct-8-yl(methyl)carbamate (see step (iv) above; 2.67 g, 4.86 mmol) in ethyl acetate saturated with HCl (60 mL) was stirred overnight at 25° C. under nitrogen. The mixture was partitioned with water (100 mL) and ethyl acetate (50 mL). The aqueous layer was washed with ethyl acetate (50 mL) before being separated, basified with saturated sodium bicarbonate (50 mL) and then extracted with dichlorometha...